From a dataset of the Open Reaction Database (ORD), a public repository of structured organic reaction records. describe an organic reaction: reactants, conditions, products, and yield Reactants: COc1ccc(S(=O)(=O)n2cc(CN(C)C(=O)OC(C)(C)C)cc2Br)cn1, OB(O)c1cccnc1F, [Na+], [Na+], O=C([O-])[O-], c1ccc(P(c2ccccc2)(c2ccccc2)[Pd](P(c2ccccc2)(c2ccccc2)c2ccccc2)(P(c2ccccc2)(c2ccccc2)c2ccccc2)P(c2ccccc2)(c2ccccc2)c2ccccc2)cc1. The product is COc1ccc(S(=O)(=O)n2cc(CN(C)C(=O)OC(C)(C)C)cc2-c2cccnc2F)cn1. Reaction SMILES: [Br:1][c:2]1[cH:3][c:4]([CH2:18][N:19]([C:20]([O:21][C:22]([CH3:23])([CH3:24])[CH3:25])=[O:26])[CH3:27])[cH:5][n:6]1[S:7](=[O:8])(=[O:9])[c:10]1[cH:11][n:12][c:13]([O:16][CH3:17])[cH:14][cH:15]1.[F:28][c:29]1[n:30][cH:31][cH:32][cH:33][c:34]1[B:35]([OH:36])[OH:37].[Na+:38].[Na+:39].[O-:40][C:41](=[O:42])[O-:43].[cH:44]1[cH:45][cH:46][c:47]([P:48]([Pd:49]([P:50]([c:51]2[cH:52][cH:53][cH:54][cH:55][cH:56]2)([c:57]2[cH:58][cH:59][cH:60][cH:61][cH:62]2)[c:63]2[cH:64][cH:65][cH:66][cH:67][cH:68]2)([P:69]([c:70]2[cH:71][cH:72][cH:73][cH:74][cH:75]2)([c:76]2[cH:77][cH:78][cH:79][cH:80][cH:81]2)[c:82]2[cH:83][cH:84][cH:85][cH:86][cH:87]2)[P:88]([c:89]2[cH:90][cH:91][cH:92][cH:93][cH:94]2)([c:95]2[cH:96][cH:97][cH:98][cH:99][cH:100]2)[c:101]2[cH:102][cH:103][cH:104][cH:105][cH:106]2)([c:107]2[cH:108][cH:109][cH:110][cH:111][cH:112]2)[c:113]2[cH:114][cH:115][cH:116][cH:117][cH:118]2)[cH:119][cH:120]1>>[c:2]1(-[c:34]2[c:29]([F:28])[n:30][cH:31][cH:32][cH:33]2)[cH:3][c:4]([CH2:18][N:19]([C:20]([O:21][C:22]([CH3:23])([CH3:24])[CH3:25])=[O:26])[CH3:27])[cH:5][n:6]1[S:7](=[O:8])(=[O:9])[c:10]1[cH:11][n:12][c:13]([O:16][CH3:17])[cH:14][cH:15]1. Starting materials: C(Cl)(Cl)Cl (chloroform), C(N)(=O)C1=C(C=C(C=C1)N1N=C(C=2C1=NC=CC2C=2C=NC1=CC=CC=C1C2)C(C)C)NC2CCN(CC2)C(=O)OC(C)(C)C (Tert-butyl 4-{2-carbamoyl-5-(3-isopropyl-4-(quinolin-3-yl)-1H-pyrazolo[3,4-b]pyridin-1-yl)phenylamino}piperidine-1-carboxylate), O.C([O-])(O)=O.[Na+] (sodium bicarbonate water). Reaction SMILES: [C:1]([C:4]1[CH:9]=[CH:8][C:7]([N:10]2[C:14]3=[N:15][CH:16]=[CH:17][C:18]([C:19]4[CH:20]=[N:21][C:22]5[C:27]([CH:28]=4)=[CH:26][CH:25]=[CH:24][CH:23]=5)=[C:13]3[C:12]([CH:29]([CH3:31])[CH3:30])=[N:11]2)=[CH:6][C:5]=1[NH:32][CH:33]1[CH2:38][CH2:37][N:36](C(OC(C)(C)C)=O)[CH2:35][CH2:34]1)(=[O:3])[NH2:2].C(Cl)(Cl)Cl.O.C(=O)(O)[O-].[Na+]>FC(F)(F)C(O)=O>[CH:29]([C:12]1[C:13]2[C:14](=[N:15][CH:16]=[CH:17][C:18]=2[C:19]2[CH:20]=[N:21][C:22]3[C:27]([CH:28]=2)=[CH:26][CH:25]=[CH:24][CH:23]=3)[N:10]([C:7]2[CH:8]=[CH:9][C:4]([C:1]([NH2:2])=[O:3])=[C:5]([NH:32][CH:33]3[CH2:34][CH2:35][NH:36][CH2:37][CH2:38]3)[CH:6]=2)[N:11]=1)([CH3:31])[CH3:30] |f:2.3.4|. Run at time 1 hour. The product is C(C)(C)C1=NN(C2=NC=CC(=C21)C=2C=NC1=CC=CC=C1C2)C2=CC(=C(C(=O)N)C=C2)NC2CCNCC2 (4-{3-Isopropyl-4-(quinolin-3-yl)-1H-pyrazolo[3,4-b]pyridin-1-yl}-2-(piperidin-4-ylamino)-benzamide). Isolated yield 102.1%. Solvent: FC(C(=O)O)(F)F (trifluoroacetic acid). Procedure: Tert-butyl 4-{2-carbamoyl-5-(3-isopropyl-4-(quinolin-3-yl)-1H-pyrazolo[3,4-b]pyridin-1-yl)phenylamino}piperidine-1-carboxylate (0.704 g) was dissolved in trifluoroacetic acid, followed by stirring at room temperature for 1 hr. The reaction solution was distributed between chloroform and saturated sodium bicarbonate water. The organic layer was washed with saturated saline and then dried over anhydrous sodium sulfate. After distillation of the solvent, the residue was purified by neutral silica g... Starting materials: C(C1=CC=CC=C1)OCC(CO)(CO)C1CCCCC1 (2-Benzyloxymethyl-2-cyclohexyl-propan-1,3-diol), COC(C)(C)OC (2,2-dimethoxypropane), C1(=CC=C(C=C1)S(=O)(=O)O)C (p-toluenesulphonic acid), 4A. Solvent: C1(=CC=CC=C1)C (toluene). The product is C(C1=CC=CC=C1)OCC1(COC(OC1)(C)C)C1CCCCC1 (5-Benzyloxymethyl-5-cyclohexyl-2,2-dimethyl-1,3-dioxane). RXN SMILES: [CH2:1]([O:8][CH2:9][C:10]([CH:15]1[CH2:20][CH2:19][CH2:18][CH2:17][CH2:16]1)([CH2:13][OH:14])[CH2:11][OH:12])[C:2]1[CH:7]=[CH:6][CH:5]=[CH:4][CH:3]=1.CO[C:23](OC)([CH3:25])[CH3:24].C1(C)C=CC(S(O)(=O)=O)=CC=1>C1(C)C=CC=CC=1>[CH2:1]([O:8][CH2:9][C:10]1([CH:15]2[CH2:16][CH2:17][CH2:18][CH2:19][CH2:20]2)[CH2:11][O:12][C:23]([CH3:25])([CH3:24])[O:14][CH2:13]1)[C:2]1[CH:7]=[CH:6][CH:5]=[CH:4][CH:3]=1. Procedure details: 2-Benzyloxymethyl-2-cyclohexyl-propan-1,3-diol(3 g.),2,2-dimethoxypropane (8 ml), p-toluenesulphonic acid (150 mg.) and molecular sieves (type 4A) were heated in refluxing dry toluene (50 ml.) for four hours. The mixture was cooled and filtered. The filtrate was diluted with ether and the ethereal solution was extracted with aqueous sodium hydrogen carbonate solution. The ethereal solution was washed with water, dried over anhydrous magnesium sulphate and evaporated in vacuo. The residue was pur... The reactants are CS(=O)(=O)Cl (methanesulfonyl chloride), C(C)N(CCN1N=C2C=3C(=C(C=CC13)CN)SC1=C2C=CC=C1)CC ((2-(Diethylamino)ethyl]-2H-[1]-benzothiopyrano[4,3,2-cd]indazole-5-methanamine), N1=CC=CC=C1 (pyridine), 5h, [OH-].[Na+] (NaOH). Solvent: C(Cl)Cl (CH2Cl2), C(Cl)(Cl)Cl (CHCl3). Reaction conditions: temperature 0 celsius. Product: C(C)N(CCN1N=C2C=3C(=C(C=CC13)CNS(=O)(=O)C)SC1=C2C=CC=C1)CC (N-[[2-[2-(Diethylamino)ethyl]-2H-[1]-benzothiopyrano[4,3,2-cd]indazol-5-yl ]methyl]methanesulfonamide). The yield is 117.9%. RXN SMILES: [CH3:1][S:2](Cl)(=[O:4])=[O:3].[CH2:6]([N:8]([CH2:29][CH3:30])[CH2:9][CH2:10][N:11]1[C:19]2[CH:18]=[CH:17][C:16]([CH2:20][NH2:21])=[C:15]3[S:22][C:23]4[CH:28]=[CH:27][CH:26]=[CH:25][C:24]=4[C:13]([C:14]=23)=[N:12]1)[CH3:7].N1C=CC=CC=1.[OH-].[Na+]>C(Cl)Cl.C(Cl)(Cl)Cl>[CH2:29]([N:8]([CH2:6][CH3:7])[CH2:9][CH2:10][N:11]1[C:19]2[CH:18]=[CH:17][C:16]([CH2:20][NH:21][S:2]([CH3:1])(=[O:4])=[O:3])=[C:15]3[S:22][C:23]4[CH:28]=[CH:27][CH:26]=[CH:25][C:24]=4[C:13]([C:14]=23)=[N:12]1)[CH3:30] |f:3.4|. Procedure details: To a solution of methanesulfonyl chloride (0.172 g, 1.50 mmol) in CH2Cl2 (30 mL) is added the freebase of the compound of example 8 (0.51 g, 1.28 mmol)) and pyridine (0.4 mL) with stirring at 0° C. After the mixture is allowed to warm to ambient temperature over 5h CHCl3 (30 mL) and 2N NaOH (5 mL) is added to the mixture. The organic layers are separated, washed with water, dried over Na2SO4, and concentrated in vacuo to give the crude product. Purification by chromatography with 0.5% Et3N in CH... Reactants: ClC1=NC(=NC(=C1OC1=C(C=CC=C1)OC)Cl)C1=NC=CC=N1 (4,6-dichloro-5-(2-methoxy-phenoxy)-2,2'-bipyrimidine), N (ammonia). The solvent is CO (methanol). Reaction conditions: time 8 hour. Product: NC1=NC(=NC(=C1OC1=C(C=CC=C1)OC)Cl)C1=NC=CC=N1 (4-amino-6-chloro-5-(2-methoxy-phenoxy )-2,2'-bipyrimidine). RXN SMILES: [Cl:1][C:2]1[C:7]([O:8][C:9]2[CH:14]=[CH:13][CH:12]=[CH:11][C:10]=2[O:15][CH3:16])=[C:6](Cl)[N:5]=[C:4]([C:18]2[N:23]=[CH:22][CH:21]=[CH:20][N:19]=2)[N:3]=1.[NH3:24]>CO>[NH2:24][C:6]1[C:7]([O:8][C:9]2[CH:14]=[CH:13][CH:12]=[CH:11][C:10]=2[O:15][CH3:16])=[C:2]([Cl:1])[N:3]=[C:4]([C:18]2[N:23]=[CH:22][CH:21]=[CH:20][N:19]=2)[N:5]=1. Procedure: 2.09 g of 4,6-dichloro-5-(2-methoxy-phenoxy)-2,2'-bipyrimidine (EP-A- 0 526 708) were suspended in 75 ml of methanol and 150 ml of ammonia were condensed at 75° C. using a feedpipe. The reaction mixture was left to come to room temperature overnight, concentrated in a water-jet vacuum and the residue was partitioned between a small amount of water and methylene chloride (500 ml). The organic phase was dried over sodium sulphate and concentrated on a rotary evaporator. The residue was triturated ... Starting materials: FC1=CC=C(C=C1)C1(CC2CCC(C1)N2C)O (3-(4-fluorophenyl)-8-methyl-8-azabicyclo[3.2.1]octan-3-ol), C(C)(=O)O (acetic acid), Cl (hydrochloric acid), C(CC(=O)O)(=O)O (malonic acid). Run in C(C)(C)O (isopropanol). Product: C(CC(=O)O)(=O)O.FC1=CC=C(C=C1)C1=CC2CCC(C1)N2C ((±)-3-(4-Fluorophenyl)-8-methyl-8-azabicyclo[3.2.1]oct-2-ene Malonate). As a reaction SMILES: [F:1][C:2]1[CH:7]=[CH:6][C:5]([C:8]2(O)[CH2:14][CH:13]3[N:15]([CH3:16])[CH:10]([CH2:11][CH2:12]3)[CH2:9]2)=[CH:4][CH:3]=1.C(O)(=O)C.Cl.[C:23]([OH:29])(=[O:28])[CH2:24][C:25]([OH:27])=[O:26]>C(O)(C)C>[C:23]([OH:29])(=[O:28])[CH2:24][C:25]([OH:27])=[O:26].[F:1][C:2]1[CH:3]=[CH:4][C:5]([C:8]2[CH2:9][CH:10]3[N:15]([CH3:16])[CH:13]([CH2:12][CH2:11]3)[CH:14]=2)=[CH:6][CH:7]=1 |f:5.6|. Procedure: The title compound was prepared from 3-(4-fluorophenyl)-8-methyl-8-azabicyclo[3.2.1]octan-3-ol (4.7 g, 20 mmol), glacial acetic acid (20 mL) and concentrated hydrochloric acid (20 mL). The free base of the title compound was dissolved in isopropanol and malonic acid (1.7 g, 16.3 mmol) was added, after a while the title compound precipitated as powder and was isolated by filtration. Yield 4.6 g (72%), m.p. 122.2-123° C. Reactants: CCOC(C)=O, COCC=Cc1cnc2c(N)nc3ccccc3c2c1, CO, [H][H]. Yields the product COCCCc1cnc2c(N)nc3ccccc3c2c1. Reaction SMILES: [C:25]([O:26][CH2:27][CH3:28])(=[O:29])[CH3:30].[CH3:1][O:2][CH2:3][CH:4]=[CH:5][c:6]1[cH:7][n:8][c:9]2[c:10]([NH2:20])[n:11][c:12]3[c:13]([c:14]2[cH:15]1)[cH:16][cH:17][cH:18][cH:19]3.[CH3:23][OH:24].[H:21][H:22]>>[CH3:1][O:2][CH2:3][CH2:4][CH2:5][c:6]1[cH:7][n:8][c:9]2[c:10]([NH2:20])[n:11][c:12]3[c:13]([c:14]2[cH:15]1)[cH:16][cH:17][cH:18][cH:19]3.